Dataset: the Open Reaction Database (ORD), a public repository of structured organic reaction records. Task: describe an organic reaction: reactants, conditions, products, and yield Reactants: COC1=CC=C(C=C1)C(C=O)(C)C (2-(4-Methoxyphenyl)-2-methylpropionaldehyde), CO (MeOH), KOBu-t, S(=O)(=O)(C1=CC=C(C)C=C1)CN=C=O (TosCH2NCO). The solvent is COCCOC (DME), O (water), COCCOC (DME). Reaction conditions: temperature -40 celsius, time 10 minute. The product is COC1=CC=C(C=C1)C(CC#N)(C)C (3-(4-Methoxyphenyl)-3-methylbutyronitrile). Isolated yield 60.0%. RXN SMILES: S([CH2:11][N:12]=C=O)(C1C=CC(C)=CC=1)(=O)=O.[CH3:15][O:16][C:17]1[CH:22]=[CH:21][C:20]([C:23]([CH3:27])([CH3:26])[CH:24]=O)=[CH:19][CH:18]=1.CO>COCCOC.O>[CH3:15][O:16][C:17]1[CH:22]=[CH:21][C:20]([C:23]([CH3:27])([CH3:26])[CH2:24][C:11]#[N:12])=[CH:19][CH:18]=1. Procedure details: To a mixture of KOBu-t (450 mg, 4.2 mmol) and TosCH2NCO (410 mg, 2.1 mmol) in DME (8 ml) was added a solution of Compound 45 (350 mg, 2.0 mmol) in DME (2 ml) with cooling (-40° C.). The mixture was stirred at same temperature for 10 min. and then at room temperature for 1 h and to this was added MeOH (6 ml) dropwise. The mixture was stirred at same temperature for 1 hr. and then at room temperature for 15 h. The mixture was concentrated to give a solid, which was dissolved in water (10 ml). The ... Starting materials: C1(=CC=CC=C1)C1=CC=C(O1)C(=O)NC=1C=C(C=CC1)CC(=O)O ((3-{[5-(phenyl)-furan-2-carbonyl]-amino}-phenyl)-acetic acid), [NH4+].[OH-] (NH4OH). Product: C(N)(=O)CC=1C=C(C=CC1)NC(=O)C=1OC(=CC1)C1=CC=CC=C1 (5-Phenyl-furan-2-carboxylic acid (3-carbamoylmethyl-phenyl)-amide). Reaction SMILES: [C:1]1([C:7]2[O:11][C:10]([C:12]([NH:14][C:15]3[CH:16]=[C:17]([CH2:21][C:22]([OH:24])=O)[CH:18]=[CH:19][CH:20]=3)=[O:13])=[CH:9][CH:8]=2)[CH:6]=[CH:5][CH:4]=[CH:3][CH:2]=1.[NH4+:25].[OH-]>>[C:22]([CH2:21][C:17]1[CH:16]=[C:15]([NH:14][C:12]([C:10]2[O:11][C:7]([C:1]3[CH:6]=[CH:5][CH:4]=[CH:3][CH:2]=3)=[CH:8][CH:9]=2)=[O:13])[CH:20]=[CH:19][CH:18]=1)(=[O:24])[NH2:25] |f:1.2|. Reported procedure: The carboxylic acid (10) (50 mg, 0.15 mmol) was coupled to NH4OH (0.01 ml, 0.15 mmol) using Method C. The crude compound was purified by column chromatography, eluting with a stepped gradient of 80-100% EtOAc in heptane to give the title compound.